This data is from the Open Reaction Database (ORD), a public repository of structured organic reaction records. The task is: describe an organic reaction: reactants, conditions, products, and yield The reactants are N1=CC=C(C=C1)CN1CC(C2=CC(=CC=C12)O)(C)C (1-(4-pyridylmethyl)-3,3-dimethylindolin-5-ol), C1(CCCCC1)N=C=O (cyclohexylisocyanate), Example 2 ( 2 ). Yields the product C1(CCCCC1)NC(OC=1C=C2C(CN(C2=CC1)CC1=CC=NC=C1)(C)C)=O (1-(4-pyridylmethyl)-3,3-dimethylindolin-5-yl cyclohexylcarbamate), solid. Isolated yield 34.0%. Reaction SMILES: [N:1]1[CH:6]=[CH:5][C:4]([CH2:7][N:8]2[C:16]3[C:11](=[CH:12][C:13]([OH:17])=[CH:14][CH:15]=3)[C:10]([CH3:19])([CH3:18])[CH2:9]2)=[CH:3][CH:2]=1.[CH:20]1([N:26]=[C:27]=[O:28])[CH2:25][CH2:24][CH2:23][CH2:22][CH2:21]1>>[CH:20]1([NH:26][C:27](=[O:28])[O:17][C:13]2[CH:12]=[C:11]3[C:16](=[CH:15][CH:14]=2)[N:8]([CH2:7][C:4]2[CH:5]=[CH:6][N:1]=[CH:2][CH:3]=2)[CH2:9][C:10]3([CH3:19])[CH3:18])[CH2:25][CH2:24][CH2:23][CH2:22][CH2:21]1. Procedure: The title compound was synthesized from 1-(4-pyridylmethyl)-3,3-dimethylindolin-5-ol (20.0 mg, 0.09 mmol) using the same procedure employed for Example 2 (2), but with cyclohexylisocyanate instead of 4-isopropylphenylisocyanate. The product was obtained as a white solid (10.1 mg, 34%) having the following characteristics. Starting materials: NC1=C(C=CC=C1[N+](=O)[O-])O (2-amino-3-nitrophenol), ClCCCl (1,2-dichloroethane), C([O-])([O-])=O.[K+].[K+] (potassium carbonate). Solvent: CC(CC)=O (2-butanone). Product: ClCCOC1=C(C(=CC=C1)[N+](=O)[O-])N (2-(2-Chloro-ethoxy)-6-nitro-phenylamine). Yield: 83.9%. As a reaction SMILES: [NH2:1][C:2]1[C:7]([N+:8]([O-:10])=[O:9])=[CH:6][CH:5]=[CH:4][C:3]=1[OH:11].[Cl:12][CH2:13][CH2:14]Cl.C(=O)([O-])[O-].[K+].[K+]>CC(=O)CC>[Cl:12][CH2:13][CH2:14][O:11][C:3]1[CH:4]=[CH:5][CH:6]=[C:7]([N+:8]([O-:10])=[O:9])[C:2]=1[NH2:1] |f:2.3.4|. Procedure: A slurry containing 2-amino-3-nitrophenol (32.0 g, 0.208 mol), 1,2-dichloroethane (260.0 g, 2.65 mol), potassium carbonate (35.0 g, 0.252 mol) and 2-butanone (750 mL) was refluxed for 24 hr. The mixture was cooled, filtered and the solids were washed with ethyl acetate. The filtrate was concentrated to an oily residue that was dissolved in ethyl acetate (500 mL). The organic layer was washed with 1 N sodium hydroxide (250 mL), water (500 mL), and brine (2×500 mL), dried over anhydrous magnesium ... Reaction conditions: time 6 hour. The reactants are OC1=C(C(=CC2=C1[C@@]1(C(C3=CC=4C(C(=CC(C4C(=C3C([C@@]1([C@@H](C2)O)OC)=O)O)=O)NC2O[C@H]([C@@H]([C@H]([C@H]2OC)O)OC)C)=O)=O)O)C)C(=O)O ((6R,6aS,14aR)-1,6,8,14a-tetrahydroxy-11-((3R,4R,5R,6S)-4-hydroxy-3,5-dimethoxy-6-methyltetrahydro-2H-pyran-2-ylamino)-6a-methoxy-3-methyl-7,9,12,14-tetraoxo-5,6,6a,7,9,12,14,14a-octahydrobenzo[a]tetracene-2-carboxylic acid), polystyrene carbodiimide, O.ON1N=NC2=C1C=CC=C2 (1-hydroxybenzotriazole hydrate), NC1=CC=CC=C1 (aniline). Run in C1CCOC1 (THF). Product: OC1=C(C(=CC2=C1[C@@]1(C(C3=CC=4C(C(=CC(C4C(=C3C([C@@]1([C@@H](C2)O)OC)=O)O)=O)NC2O[C@H]([C@@H]([C@H]([C@H]2OC)O)OC)C)=O)=O)O)C)C(=O)NC2=CC=CC=C2 ((6R,6aS,14aR)-1,6,8,14a-tetrahydroxy-11-((3R,4R,5R,6S)-4-hydroxy-3,5-dimethoxy-6-methyltetrahydro-2H-pyran-2-ylamino)-6a-methoxy-3-methyl-7,9,12,14-tetraoxo-N-phenyl-5,6,6a,7,9,12,14,14a-octahydrobenzo[a]tetracene-2-carboxamide). Procedure details: To a solution of (6R,6aS,14aR)-1,6,8,14a-tetrahydroxy-11-((3R,4R,5R,6S)-4-hydroxy-3,5-dimethoxy-6-methyltetrahydro-2H-pyran-2-ylamino)-6a-methoxy-3-methyl-7,9,12,14-tetraoxo-5,6,6a,7,9,12,14,14a-octahydrobenzo[a]tetracene-2-carboxylic acid (100 mg, 0.14 mmol) in THF (3 mL) was added polystyrene-carbodiimide (261 mg, 0.29 mmol), 1-hydroxybenzotriazole hydrate (39 mg, 0.29 mmol) and aniline (127 mg, 1.43 mmol). The reaction mixture was stirred at room temperature under nitrogen for 6 h. The reacti... As a reaction SMILES: [OH:1][C:2]1[C:7]2[C@@:8]3([OH:45])[C@@:21]([O:25][CH3:26])([C@H:22]([OH:24])[CH2:23][C:6]=2[CH:5]=[C:4]([CH3:46])[C:3]=1[C:47](O)=[O:48])[C:20](=[O:27])[C:19]1[C:10](=[CH:11][C:12]2[C:13](=[O:43])[C:14]([NH:30][CH:31]4[C@H:36]([O:37][CH3:38])[C@H:35]([OH:39])[C@@H:34]([O:40][CH3:41])[C@H:33]([CH3:42])[O:32]4)=[CH:15][C:16](=[O:29])[C:17]=2[C:18]=1[OH:28])[C:9]3=[O:44].O.O[N:52]1[C:56]2[CH:57]=[CH:58][CH:59]=[CH:60][C:55]=2N=N1.NC1C=CC=CC=1>C1COCC1>[OH:1][C:2]1[C:7]2[C@@:8]3([OH:45])[C@@:21]([O:25][CH3:26])([C@H:22]([OH:24])[CH2:23][C:6]=2[CH:5]=[C:4]([CH3:46])[C:3]=1[C:47]([NH:52][C:56]1[CH:55]=[CH:60][CH:59]=[CH:58][CH:57]=1)=[O:48])[C:20](=[O:27])[C:19]1[C:10](=[CH:11][C:12]2[C:13](=[O:43])[C:14]([NH:30][CH:31]4[C@H:36]([O:37][CH3:38])[C@H:35]([OH:39])[C@@H:34]([O:40][CH3:41])[C@H:33]([CH3:42])[O:32]4)=[CH:15][C:16](=[O:29])[C:17]=2[C:18]=1[OH:28])[C:9]3=[O:44] |f:1.2|. Starting materials: CCC(N)COC, Cl, O=Cc1cccc(CCOC2CCCCO2)c1. The product is CCC(COC)NCc1cccc(CCOC2CCCCO2)c1. RXN SMILES: [CH3:2][O:3][CH2:4][CH:5]([CH2:6][CH3:7])[NH2:8].[ClH:1].[O:9]1[CH:10]([O:15][CH2:16][CH2:17][c:18]2[cH:19][c:20]([CH:21]=[O:22])[cH:23][cH:24][cH:25]2)[CH2:11][CH2:12][CH2:13][CH2:14]1>>[CH3:2][O:3][CH2:4][CH:5]([CH2:6][CH3:7])[NH:8][CH2:21][c:20]1[cH:19][c:18]([CH2:17][CH2:16][O:15][CH:10]2[O:9][CH2:14][CH2:13][CH2:12][CH2:11]2)[cH:25][cH:24][cH:23]1. Reactants: C(C)(C)(C)OC(=O)N1[C@@H](C[C@H](C1)OS(=O)(=O)C1=CC=C(C=C1)C)C(=O)OCC ((2S,4R)-1-(t-butoxycarbonyl)-2-ethoxycarbonyl -4-(p-toluenesulfonyloxy)pyrrolidine), [H-].[Na+] (sodium hydride), C(C1=CC=CC=C1)(=S)O (thiobenzoic acid). Solvent: CN(C=O)C (dimethylformamide), CN(C=O)C (dimethylformamide), [I-].[Na+] (sodium iodide). Run at temperature 80 celsius. The product is C(C)(C)(C)OC(=O)N1[C@@H](C[C@@H](C1)SC(C1=CC=CC=C1)=O)C(=O)OCC ((2S,4S)-1-(t-butoxycarbonyl)-2-ethoxycarbonyl -4-benzoylthiopyrrolidine). The yield is 70.5%. RXN SMILES: [C:1]([OH:9])(=[S:8])[C:2]1[CH:7]=[CH:6][CH:5]=[CH:4][CH:3]=1.[H-].[Na+].[C:12]([O:16][C:17]([N:19]1[CH2:23][C@H:22](OS(C2C=CC(C)=CC=2)(=O)=O)[CH2:21][C@H:20]1[C:35]([O:37][CH2:38][CH3:39])=[O:36])=[O:18])([CH3:15])([CH3:14])[CH3:13]>CN(C)C=O.[I-].[Na+]>[C:12]([O:16][C:17]([N:19]1[CH2:23][C@@H:22]([S:8][C:1](=[O:9])[C:2]2[CH:7]=[CH:6][CH:5]=[CH:4][CH:3]=2)[CH2:21][C@H:20]1[C:35]([O:37][CH2:38][CH3:39])=[O:36])=[O:18])([CH3:15])([CH3:14])[CH3:13] |f:1.2,5.6|. Procedure: Next, 36.4 g of thiobenzoic acid was dissolved in 300 ml of dimethylformamide and cooled on an ice bath, to which was subsequently added 10.5 g of sodium hydride. To this were added 102 g of (2S,4R)-1-(t-butoxycarbonyl)-2-ethoxycarbonyl -4-(p-toluenesulfonyloxy)pyrrolidine dissolved in 200 ml of dimethylformamide and 37.5 g of sodium iodide, followed by heating at 80° C. for 3 hours. After concentration of the reaction mixture, the thus obtained residue was dissolved in .benzene, and the resulti... Starting materials: BrC1=C(OC2CNCC2)C=CC=C1 (3-(2-Bromophenoxy)pyrrolidine), BrCCOC (1-bromo-2-methoxyethane), C([O-])([O-])=O.[K+].[K+] (potassium carbonate), CN(C=O)C (dimethylformamide). Run in O (water). Run at time 2 day. Yields the product BrC1=C(OC2CN(CC2)CCOC)C=CC=C1 (3-(2-Bromophenoxy)-1-(2-methoxyethyl)pyrrolidine). Reaction SMILES: [Br:1][C:2]1[CH:13]=[CH:12][CH:11]=[CH:10][C:3]=1[O:4][CH:5]1[CH2:9][CH2:8][NH:7][CH2:6]1.Br[CH2:15][CH2:16][O:17][CH3:18].C(=O)([O-])[O-].[K+].[K+].CN(C)C=O>O>[Br:1][C:2]1[CH:13]=[CH:12][CH:11]=[CH:10][C:3]=1[O:4][CH:5]1[CH2:9][CH2:8][N:7]([CH2:15][CH2:16][O:17][CH3:18])[CH2:6]1 |f:2.3.4|. Procedure details: 3-(2-Bromophenoxy)pyrrolidine (1.23 g), 1-bromo-2-methoxyethane (0.526 ml) and potassium carbonate (842 mg) were mixed with dimethylformamide (50 ml) and stirred for two days. The mixture was added to water (100 ml). The mixture was extracted with diethyl ether (3×50 ml), washed with water (2×50 ml), brine (2×30 ml), dried (MgSO4) and concentrated in vacuo. Purification was achieved using cation exchange chromatography eluting with ammonia/methanol/dichloromethane mixtures yielding product as a ... Reactants: ClCC(CCCl)O (1,4-dichloro-2-butanol), epoxide, C(C)(=O)NC1=CC=C(C=C1)O (4-acetamidophenol), [OH-].[Na+] (sodium hydroxide), [OH-].[Na+] (sodium hydroxide). The solvent is O (water), O (water), CC(C)O (2-propanol), O (water). Conditions: time 16 hour. Yields the product ClCCC(COC1=CC=C(C=C1)NC(C)=O)O (N-[4-(4-Chloro-2-hydroxybutoxy)phenyl]acetamide). Yield: 53.5%. As a reaction SMILES: Cl[CH2:2][CH:3]([OH:7])[CH2:4][CH2:5][Cl:6].[OH-].[Na+].[C:10]([NH:13][C:14]1[CH:19]=[CH:18][C:17]([OH:20])=[CH:16][CH:15]=1)(=[O:12])[CH3:11]>CC(O)C.O>[Cl:6][CH2:5][CH2:4][CH:3]([OH:7])[CH2:2][O:20][C:17]1[CH:16]=[CH:15][C:14]([NH:13][C:10](=[O:12])[CH3:11])=[CH:19][CH:18]=1 |f:1.2|. Reported procedure: To a solution of 500 g (3.5 mole) of 1,4-dichloro-2-butanol was added, dropwise, 500 ml (6.25 mole) of a 50% sodium hydroxide solution. The mixture was stirred for 16 hr and then 500 ml of water was added, dropwise, with the temperature maintained below 35° C. The mixture was extracted with 500 ml of isopropyl ether, dried over sodium sulfate and concentrated to give an oil which was purified by distillation. To 14.3 g (0.1 mole) of the purified epoxide was added a solution of 15.1 g (0.1 mole) ...